From a dataset of the Open Reaction Database (ORD), a public repository of structured organic reaction records. describe an organic reaction: reactants, conditions, products, and yield Starting materials: CC1=C(C(=CC=C1)SC)C1=NOCC1 (3-(2-methyl-6-methylthiophenyl)-4,5-dihydroisoxazole), S(O)(O)(=O)=O (sulfuric acid), BrBr (bromine). Conditions: time 30 minute. The product is BrC=1C(=C(C(=CC1)SC)C1=NOCC1)C (3-(3-bromo-2-methyl-6-methylthiophenyl)-4,5-dihydroisoxazole). RXN SMILES: [CH3:1][C:2]1[CH:7]=[CH:6][CH:5]=[C:4]([S:8][CH3:9])[C:3]=1[C:10]1[CH2:14][CH2:13][O:12][N:11]=1.S(=O)(=O)(O)O.[Br:20]Br>>[Br:20][C:7]1[C:2]([CH3:1])=[C:3]([C:10]2[CH2:14][CH2:13][O:12][N:11]=2)[C:4]([S:8][CH3:9])=[CH:5][CH:6]=1. Procedure details: At 0° C., 10 g (48 mmol) of 3-(2-methyl-6-methylthiophenyl)-4,5-dihydroisoxazole are added a little at a time to 120 ml of conc., sulfuric acid, and the mixture is stirred for about 30 minutes. 3.7 g (23 mmol) of bromine are then added dropwise, and the mixture is stirred at 0° C. for 2.5 hours. The mixture is then allowed to warm to room temperature over a period of about 45 minutes. A homogeneous solution is formed. For work-up, the reaction mixture is poured onto ice-water and extracted three...